This data is from the Open Reaction Database (ORD), a public repository of structured organic reaction records. The task is: describe an organic reaction: reactants, conditions, products, and yield Starting materials: CCCN(CCSc1ccc(OCC(=O)OCC)c(C)c1)S(=O)(=O)c1ccc(OC(F)(F)F)cc1Br, CCCCB(O)O, C1COCCO1, ClCCl, [Cs+], [F-]. The product is CCCCc1cc(OC(F)(F)F)ccc1S(=O)(=O)N(CCC)CCSc1ccc(OCC(=O)OCC)c(C)c1. RXN SMILES: [CH2:1]([CH3:2])[O:3][C:4]([CH2:5][O:6][c:7]1[c:8]([CH3:35])[cH:9][c:10]([S:13][CH2:14][CH2:15][N:16]([CH2:17][CH2:18][CH3:19])[S:20](=[O:21])(=[O:22])[c:23]2[c:24]([Br:34])[cH:25][c:26]([O:29][C:30]([F:31])([F:32])[F:33])[cH:27][cH:28]2)[cH:11][cH:12]1)=[O:36].[CH2:37]([CH2:38][CH2:39][CH3:40])[B:41]([OH:42])[OH:43].[CH2:49]1[O:50][CH2:51][CH2:52][O:53][CH2:54]1.[Cl:46][CH2:47][Cl:48].[Cs+:45].[F-:44]>>[CH2:1]([CH3:2])[O:3][C:4]([CH2:5][O:6][c:7]1[c:8]([CH3:35])[cH:9][c:10]([S:13][CH2:14][CH2:15][N:16]([CH2:17][CH2:18][CH3:19])[S:20](=[O:21])(=[O:22])[c:23]2[c:24]([CH2:37][CH2:38][CH2:39][CH3:40])[cH:25][c:26]([O:29][C:30]([F:31])([F:32])[F:33])[cH:27][cH:28]2)[cH:11][cH:12]1)=[O:36]. Run at time 0.5 hour. Procedure: To a solution of 272 (18.9 mg, 0.027 mmol) dissolved in dichloromethane (1 mL) was added trifluoroacetic acid (100 μl) and triethylsilane (200 μl). The reaction mixture was stirred at room temperature for ½ hours under an inert atmosphere then concentrated in vacuo. The residue was triturated with diethyl ether/hexane (1/1) to afford 2-acetylamino-4-methyl-thiazole-5-sulfonic acid 7-(4-fluoro-benzyl)-9-hydroxy-8-oxo-7,8-dihydro-6H-pyrrolo[3,4-g]quinolin-5-yl ester 273, TFA salt, (13.2 mg, 74%) a... Solvent: ClCCl (dichloromethane). Product: FC1=CC=C(CN2CC=3C(=C4C=CC=NC4=C(C3C2=O)O)OS(=O)(=O)C2=C(N=C(S2)NC(C)=O)C)C=C1 (2-acetylamino-4-methyl-thiazole-5-sulfonic acid 7-(4-fluoro-benzyl)-9-hydroxy-8-oxo-7,8-dihydro-6H-pyrrolo[3,4-g]quinolin-5-yl ester), C(=O)(C(F)(F)F)O (TFA). Yield: 74.0%. RXN SMILES: C([O:14][C:15]1[C:16]2[C:41](=[O:42])[N:40]([CH2:43][C:44]3[CH:49]=[CH:48][C:47]([F:50])=[CH:46][CH:45]=3)[CH2:39][C:17]=2[C:18]([O:25][S:26]([C:29]2[S:33][C:32]([NH:34][C:35](=[O:37])[CH3:36])=[N:31][C:30]=2[CH3:38])(=[O:28])=[O:27])=[C:19]2[C:24]=1[N:23]=[CH:22][CH:21]=[CH:20]2)(C1C=CC=CC=1)C1C=CC=CC=1.[F:51][C:52]([F:57])([F:56])[C:53]([OH:55])=[O:54].C([SiH](CC)CC)C>ClCCl>[F:50][C:47]1[CH:48]=[CH:49][C:44]([CH2:43][N:40]2[C:41](=[O:42])[C:16]3[C:15]([OH:14])=[C:24]4[C:19]([CH:20]=[CH:21][CH:22]=[N:23]4)=[C:18]([O:25][S:26]([C:29]4[S:33][C:32]([NH:34][C:35](=[O:37])[CH3:36])=[N:31][C:30]=4[CH3:38])(=[O:28])=[O:27])[C:17]=3[CH2:39]2)=[CH:45][CH:46]=1.[C:53]([OH:55])([C:52]([F:57])([F:56])[F:51])=[O:54]. Reactants: C(C1=CC=CC=C1)(C1=CC=CC=C1)OC=1C2=C(C(=C3C=CC=NC13)OS(=O)(=O)C1=C(N=C(S1)NC(C)=O)C)CN(C2=O)CC2=CC=C(C=C2)F (2-acetylamino-4-methyl-thiazole-5-sulfonic acid 9-benzhydryloxy-7-(4-fluoro-benzyl)-8-oxo-7,8-dihydro-6H-pyrrolo[3,4-g]quinolin-5-yl ester), FC(C(=O)O)(F)F (trifluoroacetic acid), C(C)[SiH](CC)CC (triethylsilane). Reactants: BrC=1C(=NC=C(C(=O)N[C@H]2[C@@H](CCCC2)O)C1)OCC1CC1 (5-bromo-6-cyclopropylmethoxy-N-(trans-2-hydroxy-cyclohexyl)-nicotinamide), FC(C1=CC=C(C=C1)B(O)O)(F)F (4-trifluoromethylphenylboronic acid). Procedure: The title compound was synthesized in analogy to the procedure described for the preparation of Example 31, using 5-bromo-6-cyclopropylmethoxy-N-(trans-2-hydroxy-cyclohexyl)-nicotinamide and 4-trifluoromethylphenylboronic acid (commercially available) as starting materials. MS (ISP): 435.4 (M+H)+. Product: C1(CC1)COC1=NC=C(C(=O)N[C@H]2[C@@H](CCCC2)O)C=C1C1=CC=C(C=C1)C(F)(F)F (6-Cyclopropylmethoxy-N-((trans)-2-hydroxy-cyclohexyl)-5-(4-trifluoromethyl-phenyl)-nicotinamide). RXN SMILES: Br[C:2]1[C:3]([O:18][CH2:19][CH:20]2[CH2:22][CH2:21]2)=[N:4][CH:5]=[C:6]([CH:17]=1)[C:7]([NH:9][C@@H:10]1[CH2:15][CH2:14][CH2:13][CH2:12][C@H:11]1[OH:16])=[O:8].[F:23][C:24]([F:35])([F:34])[C:25]1[CH:30]=[CH:29][C:28](B(O)O)=[CH:27][CH:26]=1>>[CH:20]1([CH2:19][O:18][C:3]2[C:2]([C:28]3[CH:29]=[CH:30][C:25]([C:24]([F:35])([F:34])[F:23])=[CH:26][CH:27]=3)=[CH:17][C:6]([C:7]([NH:9][C@@H:10]3[CH2:15][CH2:14][CH2:13][CH2:12][C@H:11]3[OH:16])=[O:8])=[CH:5][N:4]=2)[CH2:22][CH2:21]1.